This data is from the Open Reaction Database (ORD), a public repository of structured organic reaction records. The task is: describe an organic reaction: reactants, conditions, products, and yield The reactants are base, C(\C=C\C(=O)O)(=O)O (fumaric acid), FC1=CC2=C(C(=NO2)C2CCNCC2)C=C1 (4-(6-fluoro-1,2-benzisoxazol-3-yl)piperidine), C(=O)([O-])[O-].[K+].[K+] (K2CO3), BrC(C(=O)OCC)C (ethyl bromopropionate). The solvent is C(C)O (ethanol), C(C)#N (acetonitrile). The product is C(\C=C\C(=O)O)(=O)O.FC1=CC2=C(C(=NO2)C2CCN(CC2)CCC(=O)OCC)C=C1 (Ethyl 3-[4-(6-fluoro-1,2-benzisoxazol-3-yl)-1-piperidinyl]propionate fumarate), white crystals. Reaction SMILES: [F:1][C:2]1[CH:16]=[CH:15][C:5]2[C:6]([CH:9]3[CH2:14][CH2:13][NH:12][CH2:11][CH2:10]3)=[N:7][O:8][C:4]=2[CH:3]=1.C([O-])([O-])=O.[K+].[K+].Br[CH:24]([CH3:30])[C:25]([O:27][CH2:28][CH3:29])=[O:26].[C:31]([OH:38])(=[O:37])/[CH:32]=[CH:33]/[C:34]([OH:36])=[O:35]>C(#N)C.C(O)C>[C:31]([OH:38])(=[O:37])/[CH:32]=[CH:33]/[C:34]([OH:36])=[O:35].[F:1][C:2]1[CH:16]=[CH:15][C:5]2[C:6]([CH:9]3[CH2:10][CH2:11][N:12]([CH2:30][CH2:24][C:25]([O:27][CH2:28][CH3:29])=[O:26])[CH2:13][CH2:14]3)=[N:7][O:8][C:4]=2[CH:3]=1 |f:1.2.3,8.9|. Procedure: A mixture of 4-(6-fluoro-1,2-benzisoxazol-3-yl)piperidine (5 g, 22.7 mmol), K2CO3 (3.8 g, 27.5 mmol) and ethyl bromopropionate (5 g, 27.6 mmol, 1.2 eq) in acetonitrile (200 ml) was heated at reflux for 16 hours. The mixture was cooled and filtered. The solvent was removed, and the residue was purified on a flash chromatography column (60 g, SiO2, eluted with DCM). The material thus purified weighed 7.27 g (83%). The fumarate salt was prepared by treatment of the free base (2.17 g) with fumaric a... Reactants: C1CCOC1, CCOC(C)=O, CC(=NOCc1ccc(Cl)c(C(F)(F)F)c1)c1ccc(CO)cc1, [F-], [K+], CC(=O)[O-], CC(=O)[O-], P, [Pd+2], OB(O)c1ccccc1. Product: CC(=NOCc1ccc(-c2ccccc2)c(C(F)(F)F)c1)c1ccc(CO)cc1. RXN SMILES: [CH2:37]1[O:38][CH2:39][CH2:40][CH2:41]1.[CH3:42][CH2:43][O:44][C:45]([CH3:46])=[O:47].[Cl:1][c:2]1[c:3]([C:21]([F:22])([F:23])[F:24])[cH:4][c:5]([CH2:6][O:7][N:8]=[C:9]([CH3:10])[c:11]2[cH:12][cH:13][c:14]([CH2:17][OH:18])[cH:15][cH:16]2)[cH:19][cH:20]1.[F-:35].[K+:36].[O-:49][C:50]([CH3:51])=[O:52].[O-:53][C:54]([CH3:55])=[O:56].[PH3:34].[Pd+2:48].[c:25]1([B:31]([OH:32])[OH:33])[cH:26][cH:27][cH:28][cH:29][cH:30]1>>[c:2]1(-[c:25]2[cH:26][cH:27][cH:28][cH:29][cH:30]2)[c:3]([C:21]([F:22])([F:23])[F:24])[cH:4][c:5]([CH2:6][O:7][N:8]=[C:9]([CH3:10])[c:11]2[cH:12][cH:13][c:14]([CH2:17][OH:18])[cH:15][cH:16]2)[cH:19][cH:20]1. The reactants are CNCCNC, [O-]Cl, [Cu]I, CNC(=O)c1cc(Br)cc(C)c1N, [Na+], [Na+], N#C[Na], [OH-]. Yields the product CNC(=O)c1cc(C#N)cc(C)c1N. RXN SMILES: [CH3:22][NH:23][CH2:24][CH2:25][NH:26][CH3:27].[Cl:1][O-:2].[Cu:28][I:29].[NH2:6][c:7]1[c:8]([C:9](=[O:10])[NH:11][CH3:12])[cH:13][c:14]([Br:18])[cH:15][c:16]1[CH3:17].[Na+:3].[Na+:5].[Na:19][C:20]#[N:21].[OH-:4]>>[NH2:6][c:7]1[c:8]([C:9](=[O:10])[NH:11][CH3:12])[cH:13][c:14]([C:20]#[N:21])[cH:15][c:16]1[CH3:17].